From a dataset of the Open Reaction Database (ORD), a public repository of structured organic reaction records. describe an organic reaction: reactants, conditions, products, and yield Reactants: CC(=O)O[BH-](OC(C)=O)OC(C)=O, CCOC(=O)c1ccc(N2CC(C)NC(C)C2)cc1, CC(=O)O, CO, [Na+]. Yields the product CCOC(=O)c1ccc(N2CC(C)N(C)C(C)C2)cc1. RXN SMILES: [C:1]([O:2][BH-:3]([O:4][C:5](=[O:6])[CH3:7])[O:8][C:9](=[O:10])[CH3:11])(=[O:12])[CH3:13].[CH3:15][CH:16]1[CH2:17][N:18]([c:23]2[cH:24][cH:25][c:26]([C:27](=[O:28])[O:29][CH2:30][CH3:31])[cH:32][cH:33]2)[CH2:19][CH:20]([CH3:22])[NH:21]1.[CH3:34][C:35](=[O:36])[OH:37].[CH3:38][OH:39].[Na+:14]>>[CH3:1][N:21]1[CH:16]([CH3:15])[CH2:17][N:18]([c:23]2[cH:24][cH:25][c:26]([C:27](=[O:28])[O:29][CH2:30][CH3:31])[cH:32][cH:33]2)[CH2:19][CH:20]1[CH3:22]. Reactants: CC1(OCCO1)CCCCN1N=CC(=C1)N (1-[4-(2-methyl-[1,3]dioxolan-2-yl)-butyl]-1H-pyrazol-4-ylamine), FC(OC=1C=C(C=CC1)/C=C/C(=O)O)(F)F ((E)-3-(3-trifluoromethoxy-phenyl)-acrylic acid). Product: O=C(CCCCN1N=CC(=C1)NC(\C=C\C1=CC(=CC=C1)OC(F)(F)F)=O)C ((E)-N-[1-(5-Oxo-hexyl)-1H-pyrazol-4-yl]-3-(3-trifluoromethoxy-phenyl)-acrylamide). Reaction SMILES: [CH3:1][C:2]1([CH2:7][CH2:8][CH2:9][CH2:10][N:11]2[CH:15]=[C:14]([NH2:16])[CH:13]=[N:12]2)[O:6]CCO1.[F:17][C:18]([F:32])([F:31])[O:19][C:20]1[CH:21]=[C:22](/[CH:26]=[CH:27]/[C:28](O)=[O:29])[CH:23]=[CH:24][CH:25]=1>>[O:6]=[C:2]([CH3:1])[CH2:7][CH2:8][CH2:9][CH2:10][N:11]1[CH:15]=[C:14]([NH:16][C:28](=[O:29])/[CH:27]=[CH:26]/[C:22]2[CH:23]=[CH:24][CH:25]=[C:20]([O:19][C:18]([F:31])([F:32])[F:17])[CH:21]=2)[CH:13]=[N:12]1. Procedure: Following general procedure B followed by either C or D, starting from 1-[4-(2-methyl-[1,3]dioxolan-2-yl)-butyl]-1H-pyrazol-4-ylamine and (E)-3-(3-trifluoromethoxy-phenyl)-acrylic acid. Reactants: Cc1cc([N+](=O)[O-])ccc1N=C=S, COC(=O)C(N)CC(C)C, NCCO, CC(C)CC(N)CO. Product: Cc1cc([N+](=O)[O-])ccc1N=C1NC(CC(C)C)CS1. As a reaction SMILES: [CH3:23][c:24]1[c:25]([N:33]=[C:34]=[S:35])[cH:26][cH:27][c:28]([N+:30](=[O:31])[O-:32])[cH:29]1.[CH3:9][O:10][C:11](=[O:12])[CH:13]([CH2:14][CH:15]([CH3:16])[CH3:17])[NH2:18].[OH:19][CH2:20][CH2:21][NH2:22].[OH:1][CH2:2][CH:3]([CH2:4][CH:5]([CH3:6])[CH3:7])[NH2:8]>>[CH2:2]1[CH:3]([CH2:4][CH:5]([CH3:6])[CH3:7])[NH:8][C:34](=[N:33][c:25]2[c:24]([CH3:23])[cH:29][c:28]([N+:30](=[O:31])[O-:32])[cH:27][cH:26]2)[S:35]1.